This data is from the Open Reaction Database (ORD), a public repository of structured organic reaction records. The task is: describe an organic reaction: reactants, conditions, products, and yield Product: CC(COc1ccc(C#N)cc1)NC(=O)C(NC(=S)Sc1ccccc1)C(C)C. As a reaction SMILES: [C:8](#[N:9])[c:10]1[cH:11][cH:12][c:13]([O:14][CH2:15][CH:16]([CH3:17])[NH:18][C:19]([CH:20]([NH2:21])[CH:22]([CH3:23])[CH3:24])=[O:25])[cH:26][cH:27]1.[CH2:39]([Cl:40])[Cl:41].[CH3:1][N:2]1[CH2:3][CH2:4][O:5][CH2:6][CH2:7]1.[Cl:28][C:29](=[S:30])[S:31][c:32]1[cH:33][cH:34][cH:35][cH:36][cH:37]1.[OH2:38]>>[C:8](#[N:9])[c:10]1[cH:11][cH:12][c:13]([O:14][CH2:15][CH:16]([CH3:17])[NH:18][C:19]([CH:20]([NH:21][C:29](=[S:30])[S:31][c:32]2[cH:33][cH:34][cH:35][cH:36][cH:37]2)[CH:22]([CH3:23])[CH3:24])=[O:25])[cH:26][cH:27]1. The reactants are CC(COc1ccc(C#N)cc1)NC(=O)C(N)C(C)C, ClCCl, CN1CCOCC1, S=C(Cl)Sc1ccccc1, O. Reaction SMILES: [O:1]=[Al-:2]=O.[Na+:4].[Si:5]([O-])([O-])([O-])[O-:6].[Na+].[Na+].[Na+].[Na+].[O-:14][Si]([O-])=O.[O-:18][Si]([O-])=O.[Na+].[Al+3:23]>>[OH2:1].[O-2:6].[O-2:14].[O-2:18].[O-2:1].[O-2:1].[O-2:1].[Na+:4].[Na+:4].[Al+3:2].[Al+3:23].[Si+4:5] |f:0.1,2.3.4.5.6,7.8.9.10,11.12.13.14.15.16.17.18.19.20.21.22|. Product: O.[O-2].[O-2].[O-2].[O-2].[O-2].[O-2].[Na+].[Na+].[Al+3].[Al+3].[Si+4] (zeolite A). Starting materials: sodalite, [O-][Si](=O)[O-].[O-][Si](=O)[O-].[Na+].[Al+3] (sodium aluminosilicate), O=[Al-]=O.[Na+] (sodium aluminate), [Si]([O-])([O-])([O-])[O-].[Na+].[Na+].[Na+].[Na+] (sodium silicate). Reported procedure: Examples 1 through 24 show how to control the amount of sodalite formed. In each example, a sodium aluminate solution and a sodium silicate solution are formed; the two solutions are added together to produce a certain mixture comprising a mother liquor and an amorphous sodium aluminosilicate; the reaction mixture is reacted to form a zeolite A and the reaction mixture is further reacted to convert some of the zeolite A to a sodalite type product. The reactants are N12CC(C(CC1)CC2)O (3-quinuclidinol), COC1=CC=C(CS)C=C1 (4-methoxybenzyl mercaptan), [H-].[Na+] (sodium hydride), CS(=O)(=O)OC1CN2CCC1CC2 (3-methanesulfonyloxyquinuclidine). Product: COC1=CC=C(CSC2CN3CCC2CC3)C=C1 (3-(4-Methoxybenzylthio)quinuclidine). As a reaction SMILES: CS(O[CH:6]1[CH:11]2[CH2:12][CH2:13][N:8]([CH2:9][CH2:10]2)[CH2:7]1)(=O)=O.N12CCC(CC1)C(O)C2.[CH3:23][O:24][C:25]1[CH:32]=[CH:31][C:28]([CH2:29][SH:30])=[CH:27][CH:26]=1.[H-].[Na+]>>[CH3:23][O:24][C:25]1[CH:32]=[CH:31][C:28]([CH2:29][S:30][CH:6]2[CH:11]3[CH2:10][CH2:9][N:8]([CH2:13][CH2:12]3)[CH2:7]2)=[CH:27][CH:26]=1 |f:3.4|. Procedure: The procedure described in Preparation 6-(2) was repeated, but using 3.7 g of 3-methanesulfonyloxyquinuclidine (prepared by the methanesulfonylation of 3-quinuclidinol), 3.0 ml of 4-methoxybenzyl mercaptan and 0.942 g of sodium hydride (as a 55% w/w suspension in mineral oil), to afford 1.74 g of the title compound as an oil.